This data is from the Open Reaction Database (ORD), a public repository of structured organic reaction records. The task is: describe an organic reaction: reactants, conditions, products, and yield Starting materials: NC=1N=CC(=NC1)C(CO)C (2-(5-aminopyrazin-2-yl)propan-1-ol), C1CC(=O)N(C1=O)Br (NBS). Solvent: C(Cl)Cl (DCM). Run at temperature 0 celsius, time 10 minute. Product: NC=1N=CC(=NC1Br)C(CO)C ((+/−)-2-(5-amino-6-bromopyrazin-2-yl)propan-1-ol). Reaction SMILES: [NH2:1][C:2]1[N:3]=[CH:4][C:5]([CH:8]([CH3:11])[CH2:9][OH:10])=[N:6][CH:7]=1.C1C(=O)N([Br:19])C(=O)C1>C(Cl)Cl>[NH2:1][C:2]1[N:3]=[CH:4][C:5]([CH:8]([CH3:11])[CH2:9][OH:10])=[N:6][C:7]=1[Br:19]. Procedure details: To a solution of 2-(5-aminopyrazin-2-yl)propan-1-ol (30 mg, 0.196 mmol) in DCM (653 μL) was added NBS (31.4 mg, 0.176 mmol) at 0° C. The reaction mixture was stirred at 0° C. for 10 min. After quenched with sat NaHCO3, the reaction mixture was extracted with EtOAc 3 times. The combined organic layer was washed with water and brine, dried over anhydrous sodium sulfate. Filtered and concentrated in vacuo. The crude product was used in next step reaction without purification. LCMS (m/z): 234.0 (MH+... Reactants: Cc1nc(N2CCCCC2=O)sc1C(=O)NCc1ccccc1, O=CCCc1ccccc1. Product: Cc1nc(N2CCCC(CCCc3ccccc3)C2=O)sc1C(=O)NCc1ccccc1. Reaction SMILES: [CH2:11]([c:12]1[cH:13][cH:14][cH:15][cH:16][cH:17]1)[NH:18][C:19](=[O:20])[c:21]1[c:22]([CH3:33])[n:23][c:24]([N:26]2[C:27](=[O:32])[CH2:28][CH2:29][CH2:30][CH2:31]2)[s:25]1.[c:1]1([CH2:7][CH2:8][CH:9]=[O:10])[cH:2][cH:3][cH:4][cH:5][cH:6]1>>[c:1]1([CH2:7][CH2:8][CH2:9][CH:28]2[C:27](=[O:32])[N:26]([c:24]3[n:23][c:22]([CH3:33])[c:21]([C:19]([NH:18][CH2:11][c:12]4[cH:13][cH:14][cH:15][cH:16][cH:17]4)=[O:20])[s:25]3)[CH2:31][CH2:30][CH2:29]2)[cH:2][cH:3][cH:4][cH:5][cH:6]1. The reactants are C1=CC(=CC(=C1)Cl)C(=O)O (MCBA), FC(C1=C(C(=C(C(=N1)C(F)(F)F)C(=O)OCC)CC)SC)F (6-(Difluoromethyl)-4-ethyl-5-methylthio-2-(trifluoromethyl)-3-pyridinecarboxylic acid, ethyl ester), C1=CC(=CC(=C1)Cl)C(=O)OO (MCPBA), mixture. Product: FC(C1=C(C(=C(C(=N1)C(F)(F)F)C(=O)OCC)CC)S(=O)C)F (6-(Difluoromethyl)-5-methylsulfinyl-4-ethyl-2-(trifluoromethyl)-3-pyridinecarboxylic acid, ethyl ester). As a reaction SMILES: [F:1][CH:2]([F:22])[C:3]1[N:8]=[C:7]([C:9]([F:12])([F:11])[F:10])[C:6]([C:13]([O:15][CH2:16][CH3:17])=[O:14])=[C:5]([CH2:18][CH3:19])[C:4]=1[S:20][CH3:21].C1C=C(Cl)C=C(C(OO)=[O:31])C=1.C1C=C(Cl)C=C(C(O)=O)C=1>>[F:22][CH:2]([F:1])[C:3]1[N:8]=[C:7]([C:9]([F:12])([F:10])[F:11])[C:6]([C:13]([O:15][CH2:16][CH3:17])=[O:14])=[C:5]([CH2:18][CH3:19])[C:4]=1[S:20]([CH3:21])=[O:31]. Reported procedure: Prepared from product of Example 2 (5.8 g, 16.9 mmol) and MCPBA (3.43 g, of an 85% mixture with MCBA, 16.9 mmol) as described above. Recrystallization (ether/petroleum ether) afforded the product as a white solid (5.39 g). The reactants are Cl (hydrochloric acid), O1CCOCC1 (dioxane), COC1=CC=C(C(=O)OCC(C)(C)NC(=O)OC(C)(C)C)C=C1 (2-[(tert-butoxycarbonyl)amino]-2-methylpropyl 4-methoxybenzoate). Solvent: C(Cl)Cl (DCM). Run at time 1.5 hour. Product: Cl.COC1=CC=C(C(=O)OCC(C)(C)N)C=C1 (2-amino-2-methylpropyl 4-methoxybenzoate hydrochloride). Isolated yield 100.0%. Reaction SMILES: [ClH:1].O1CCOCC1.[CH3:8][O:9][C:10]1[CH:30]=[CH:29][C:13]([C:14]([O:16][CH2:17][C:18]([NH:21]C(OC(C)(C)C)=O)([CH3:20])[CH3:19])=[O:15])=[CH:12][CH:11]=1>C(Cl)Cl>[ClH:1].[CH3:8][O:9][C:10]1[CH:11]=[CH:12][C:13]([C:14]([O:16][CH2:17][C:18]([NH2:21])([CH3:20])[CH3:19])=[O:15])=[CH:29][CH:30]=1 |f:4.5|. Procedure details: A solution of hydrochloric acid in dioxane (5.0 mL, 20.0 mmol) was added to a solution of 2-[(tert-butoxycarbonyl)amino]-2-methylpropyl 4-methoxybenzoate (0.32 g, 1.0 mmol) in DCM (10 mL) and the mixture was stirred for 1.5 h at room temperature. The reaction mixture was concentrated to give the title compound (0.26 g, 100%) as a white solid. 1H NMR (400 MHz, DMSO-d6) δ 8.32 (br s, 3 H), 8.11 (m, J=8.9 Hz, 2 H), 7.06 (m, J=8.9 Hz, 2 H), 4.24 (s, 2 H), 3.85 (s, 3 H), 1.35 (s, 6 H). m/z (APCI+) fo...